The task is: describe an organic reaction: reactants, conditions, products, and yield. This data is from the Open Reaction Database (ORD), a public repository of structured organic reaction records. Starting materials: C(=O)(C(F)(F)F)O (TFA), C(C)(=O)OC1CCC=2C1=NC=C(C2N2C[C@H](C[C@H](C2)C)NC(=O)OC(C)(C)C)NC(=O)C=2N=C(SC2NC(=O)OC(C)(C)C)C2=C(C=CC=C2F)F (3-({[5-[(tert-butoxycarbonyl)amino]-2-(2,6-difluorophenyl)-1,3-thiazol-4-yl]carbonyl}amino)-4-{(3S,5R)-3-[(tert-butoxycarbonyl)amino]-5-methylpiperidin-1-yl}-6,7-dihydro-5H-cyclopenta[b]pyridin-7-yl acetate), CO (MeOH), [OH-].[Na+] (NaOH). Run in C(Cl)Cl (DCM), C1CCOC1 (THF). Reaction conditions: time 20 minute. Product: NC1=C(N=C(S1)C1=C(C=CC=C1F)F)C(=O)NC=1C(=C2C(=NC1)C(CC2)O)N2C[C@H](C[C@H](C2)C)N (5-Amino-N-{4-[(3S,5R)-3-amino-5-methylpiperidin-1-yl]-7-hydroxy-6,7-dihydro-5H-cyclopenta[b]pyridin-3-yl}-2-(2,6-difluorophenyl)-1,3-thiazole-4-carboxamide). As a reaction SMILES: C([O:4][CH:5]1[C:9]2=[N:10][CH:11]=[C:12]([NH:29][C:30]([C:32]3[N:33]=[C:34]([C:45]4[C:50]([F:51])=[CH:49][CH:48]=[CH:47][C:46]=4[F:52])[S:35][C:36]=3[NH:37]C(OC(C)(C)C)=O)=[O:31])[C:13]([N:14]3[CH2:19][C@H:18]([CH3:20])[CH2:17][C@H:16]([NH:21]C(OC(C)(C)C)=O)[CH2:15]3)=[C:8]2[CH2:7][CH2:6]1)(=O)C.CO.[OH-].[Na+].C(O)(C(F)(F)F)=O>C(Cl)Cl.C1COCC1>[NH2:37][C:36]1[S:35][C:34]([C:45]2[C:50]([F:51])=[CH:49][CH:48]=[CH:47][C:46]=2[F:52])=[N:33][C:32]=1[C:30]([NH:29][C:12]1[C:13]([N:14]2[CH2:19][C@H:18]([CH3:20])[CH2:17][C@H:16]([NH2:21])[CH2:15]2)=[C:8]2[CH2:7][CH2:6][CH:5]([OH:4])[C:9]2=[N:10][CH:11]=1)=[O:31] |f:2.3|. Reported procedure: A mixture of 3-({[5-[(tert-butoxycarbonyl)amino]-2-(2,6-difluorophenyl)-1,3-thiazol-4-yl]carbonyl}amino)-4-{(3S,5R)-3-[(tert-butoxycarbonyl)amino]-5-methylpiperidin-1-yl}-6,7-dihydro-5H-cyclopenta[b]pyridin-7-yl acetate (12.4 mg, 0.0167 mmol), MeOH (0.2 mL), THF (0.1 mL) and 1.0 M aq. NaOH (0.11 mL, 0.11 mmol) was stirred at room temperature for 20 min. The organic solvents and water were removed under reduced pressure to give a crude intermediate, which was dissolved in DCM (0.2 mL), followed b... The reactants are [Si](C)(C)(C(C)(C)C)OCCOC=1C(=C(C=C(C1)OC)C(C1=NN(C(N1)=O)C1=NC=CC=N1)NC1=CC=C(C#N)C=C1)F (4-[({3-[2-(t-butyldimethylsilanyloxy)ethoxy]-2-fluoro-5-methoxyphenyl}-(5-oxo-1-pyrimidin-2-yl-4,5-dihydro-1H-[1,2,4]triazol-3-yl)methyl)amino]benzonitrile). The solvent is C(C)(=O)O (acetic acid), O (water). Run at temperature 50 celsius, time 8 hour. Product: FC1=C(C=C(C=C1OCCO)OC)C(C1=NN(C(N1)=O)C1=NC=CC=N1)NC1=CC=C(C#N)C=C1 (4-({[2-fluoro-3-(2-hydroxyethoxy)-5-methoxyphenyl]-(5-oxo-1-pyrimidin-2-yl-4,5-dihydro-1H-[1,2,4]triazol-3-yl)methyl}amino)benzonitrile). Yield: 82.0%. Reaction SMILES: [Si]([O:8][CH2:9][CH2:10][O:11][C:12]1[C:13]([F:42])=[C:14]([CH:20]([NH:33][C:34]2[CH:41]=[CH:40][C:37]([C:38]#[N:39])=[CH:36][CH:35]=2)[C:21]2[NH:25][C:24](=[O:26])[N:23]([C:27]3[N:32]=[CH:31][CH:30]=[CH:29][N:28]=3)[N:22]=2)[CH:15]=[C:16]([O:18][CH3:19])[CH:17]=1)(C(C)(C)C)(C)C>C(O)(=O)C.O>[F:42][C:13]1[C:12]([O:11][CH2:10][CH2:9][OH:8])=[CH:17][C:16]([O:18][CH3:19])=[CH:15][C:14]=1[CH:20]([NH:33][C:34]1[CH:35]=[CH:36][C:37]([C:38]#[N:39])=[CH:40][CH:41]=1)[C:21]1[NH:25][C:24](=[O:26])[N:23]([C:27]2[N:28]=[CH:29][CH:30]=[CH:31][N:32]=2)[N:22]=1. Procedure: After dissolving 3.4 g of 4-[({3-[2-(t-butyldimethylsilanyloxy)ethoxy]-2-fluoro-5-methoxyphenyl}-(5-oxo-1-pyrimidin-2-yl-4,5-dihydro-1H-[1,2,4]triazol-3-yl)methyl)amino]benzonitrile in 100 ml of acetic acid, 5 ml of water was added and the mixture was stirred overnight at 50° C. The reaction mixture was concentrated, and the residue was purified by NAM silica gel column chromatography (methanol-ethyl acetate) to give the title compound (2.25 g) as a light yellow solid. The reactants are [BH4-], CC(C)(C)OC(=O)N1Cc2cc(NC(=O)c3ccccc3N)ccc2C(C)(C)C1, Cc1ccccc1, CO, ClCCl, [Na+], Cc1ccc(S(=O)(=O)O)cc1, O=Cc1ccnnc1. Reaction SMILES: [BH4-:49].[C:1]([CH3:2])([CH3:3])([CH3:4])[O:5][C:6](=[O:7])[N:8]1[CH2:9][c:10]2[cH:11][c:12]([NH:20][C:21]([c:22]3[c:23]([NH2:28])[cH:24][cH:25][cH:26][cH:27]3)=[O:29])[cH:13][cH:14][c:15]2[C:16]([CH3:18])([CH3:19])[CH2:17]1.[CH3:51][c:52]1[cH:53][cH:54][cH:55][cH:56][cH:57]1.[CH3:61][OH:62].[Cl:58][CH2:59][Cl:60].[Na+:50].[c:38]1([CH3:39])[cH:40][cH:41][c:42]([S:43]([OH:44])(=[O:45])=[O:46])[cH:47][cH:48]1.[n:30]1[n:31][cH:32][c:33]([CH:36]=[O:37])[cH:34][cH:35]1>>[C:1]([CH3:2])([CH3:3])([CH3:4])[O:5][C:6](=[O:7])[N:8]1[CH2:9][c:10]2[cH:11][c:12]([NH:20][C:21]([c:22]3[c:23]([N:28]=[CH:36][c:33]4[cH:32][n:31][n:30][cH:35][cH:34]4)[cH:24][cH:25][cH:26][cH:27]3)=[O:29])[cH:13][cH:14][c:15]2[C:16]([CH3:18])([CH3:19])[CH2:17]1. Yields the product CC(C)(C)OC(=O)N1Cc2cc(NC(=O)c3ccccc3N=Cc3ccnnc3)ccc2C(C)(C)C1. Reactants: CO (methanol), Cl.COC([C@@H](NC1CCCCC1)C)=O (Cyclohexylalanine methyl ester hydrochloride salt), C(OC(Cl)(Cl)Cl)(OC(Cl)(Cl)Cl)=O (bis (trichloromethyl) carbonate), CN1CCNCC1 (N-methylpiperazine). The solvent is C(Cl)(Cl)Cl (chloroform), C1(=CC=CC=C1)C (toluene), C(Cl)Cl (methylene chloride). Reaction conditions: temperature 100 celsius, time 1 hour. Yields the product CN1CCN(CC1)C(=O)N([C@@H](C)C(=O)O)C1CCCCC1 (N-(4-Methylpiperazin-1-yl-carbonyl)-Cyclohexylalanine). The yield is 45.0%. As a reaction SMILES: Cl.C[O:3][C:4](=[O:14])[C@H:5]([CH3:13])[NH:6][CH:7]1[CH2:12][CH2:11][CH2:10][CH2:9][CH2:8]1.[C:15](=[O:26])(OC(Cl)(Cl)Cl)OC(Cl)(Cl)Cl.[CH3:27][N:28]1[CH2:33][CH2:32][NH:31][CH2:30][CH2:29]1.CO>C1(C)C=CC=CC=1.C(Cl)Cl.C(Cl)(Cl)Cl>[CH3:27][N:28]1[CH2:33][CH2:32][N:31]([C:15]([N:6]([CH:7]2[CH2:12][CH2:11][CH2:10][CH2:9][CH2:8]2)[C@H:5]([C:4]([OH:3])=[O:14])[CH3:13])=[O:26])[CH2:30][CH2:29]1 |f:0.1|. Procedure: To Cyclohexylalanine methyl ester hydrochloride salt (1.00 g, 4.51 mmol) suspended in toluene (25 mL) was added bis (trichloromethyl) carbonate (triphosgene) (669.2 mg, 0.5 equiv). The reaction mixture was warmed at 100° C. for 3 hours and then concentrated under reduced pressure to afford a semi-solid residue. To this residue dissolved in methylene chloride (15 mL) and cooled to 0° C. was added N-methylpiperazine (0.50 mL, 1.0 equiv). After stirring for 1 hour, the reaction mixture was concentr... Procedure: To a solution of tert-butyl (2S,3S)-3-(tert-butyldimethylsilyloxy)-1-(3-fluorophenyl)-4-oxobutan-2-ylcarbamate (0.148 g, 0.360 mmol) and (S)-2,2-dimethyl-6-neopentyl-1,2,3,4-tetrahydroquinolin-4-amine (0.0886 g, 0.360 mmol) in DCM (7.19 ml, 0.360 mmol) was added trimethoxymethane (0.394 ml, 3.60 mmol). The resulting solution was stirred for 1 hour at which time, sodium triacetoxyborohydride (0.229 g, 1.08 mmol) was added. The solution was then stirred for 30 minutes, quenched with saturated Roch... Reaction SMILES: [Si:1]([O:8][C@H:9]([CH:27]=O)[C@@H:10]([NH:19][C:20](=[O:26])[O:21][C:22]([CH3:25])([CH3:24])[CH3:23])[CH2:11][C:12]1[CH:17]=[CH:16][CH:15]=[C:14]([F:18])[CH:13]=1)([C:4]([CH3:7])([CH3:6])[CH3:5])([CH3:3])[CH3:2].[CH3:29][C:30]1([CH3:46])[CH2:39][C@H:38]([NH2:40])[C:37]2[C:32](=[CH:33][CH:34]=[C:35]([CH2:41][C:42]([CH3:45])([CH3:44])[CH3:43])[CH:36]=2)[NH:31]1.C(Cl)Cl.COC(OC)OC.C(O[BH-](OC(=O)C)OC(=O)C)(=O)C.[Na+]>>[Si:1]([O:8][C@H:9]([CH2:27][NH:40][C@@H:38]1[C:37]2[C:32](=[CH:33][CH:34]=[C:35]([CH2:41][C:42]([CH3:45])([CH3:44])[CH3:43])[CH:36]=2)[NH:31][C:30]([CH3:46])([CH3:29])[CH2:39]1)[C@@H:10]([NH:19][C:20](=[O:26])[O:21][C:22]([CH3:23])([CH3:25])[CH3:24])[CH2:11][C:12]1[CH:17]=[CH:16][CH:15]=[C:14]([F:18])[CH:13]=1)([C:4]([CH3:7])([CH3:5])[CH3:6])([CH3:3])[CH3:2] |f:4.5|. Reaction conditions: time 30 minute. Yields the product [Si](C)(C)(C(C)(C)C)O[C@@H]([C@H](CC1=CC(=CC=C1)F)NC(OC(C)(C)C)=O)CN[C@H]1CC(NC2=CC=C(C=C12)CC(C)(C)C)(C)C (Tert-butyl (2S,3R)-3-(tert-butyldimethylsilyloxy)-4-((S)-2,2-dimethyl-6-neopentyl-1,2,3,4-tetrahydroquinolin-4-ylamino)-1-(3-fluorophenyl)butan-2-ylcarbamate). The reactants are [Si](C)(C)(C(C)(C)C)O[C@@H]([C@H](CC1=CC(=CC=C1)F)NC(OC(C)(C)C)=O)C=O (tert-butyl (2S,3S)-3-(tert-butyldimethylsilyloxy)-1-(3-fluorophenyl)-4-oxobutan-2-ylcarbamate), CC1(NC2=CC=C(C=C2[C@H](C1)N)CC(C)(C)C)C ((S)-2,2-dimethyl-6-neopentyl-1,2,3,4-tetrahydroquinolin-4-amine), C(Cl)Cl (DCM), COC(OC)OC (trimethoxymethane), C(C)(=O)O[BH-](OC(C)=O)OC(C)=O.[Na+] (sodium triacetoxyborohydride).